From a dataset of the Open Reaction Database (ORD), a public repository of structured organic reaction records. describe an organic reaction: reactants, conditions, products, and yield Product: CC(C)(C1=NOC(=N1)C)NC(=O)C1=NC(=C(C=C1)C1CC1)C1=CC(=CC=C1)Cl (6-(3-Chloro-phenyl)-5-cyclopropyl-pyridine-2-carboxylic acid [1-methyl-1-(5-methyl-[1,2,4]oxadiazol-3-yl)-ethyl]-amide). The reactants are ClC=1C=C(C=CC1)C1=C(C=CC(=N1)C(=O)O)C1CC1 (6-(3-chloro-phenyl)-5-cyclopropyl-pyridine-2-carboxylic acid), CC(N)(C1=NOC(=N1)C)C (α,α,5-trimethyl-1,2,4-oxadiazole-3-methanamine). RXN SMILES: [Cl:1][C:2]1[CH:3]=[C:4]([C:8]2[N:13]=[C:12]([C:14]([OH:16])=O)[CH:11]=[CH:10][C:9]=2[CH:17]2[CH2:19][CH2:18]2)[CH:5]=[CH:6][CH:7]=1.[CH3:20][C:21]([CH3:29])([C:23]1[N:27]=[C:26]([CH3:28])[O:25][N:24]=1)[NH2:22]>>[CH3:20][C:21]([NH:22][C:14]([C:12]1[CH:11]=[CH:10][C:9]([CH:17]2[CH2:19][CH2:18]2)=[C:8]([C:4]2[CH:5]=[CH:6][CH:7]=[C:2]([Cl:1])[CH:3]=2)[N:13]=1)=[O:16])([C:23]1[N:27]=[C:26]([CH3:28])[O:25][N:24]=1)[CH3:29]. Reported procedure: The title compound was synthesized in analogy to Example 1, using 6-(3-chloro-phenyl)-5-cyclopropyl-pyridine-2-carboxylic acid (Example 48 e) and α,α,5-trimethyl-1,2,4-oxadiazole-3-methanamine (CAN 1153831-97-0) as starting materials, MS (EI): m/e=397.1 [M+H]+. Run in C(Cl)Cl (methylene chloride). Starting materials: NN(C(=O)NC1=C(C=C(C(=C1)OC)Cl)Cl)CCO (N-amino-N-2-hydroxyethyl-N′-(2,4-dichloro-5-methoxyphenyl)urea), C=O (formaldehyde), methyleneimino. Procedure: A mixture of 29.4 g (0.1 mol) of N-amino-N-2-hydroxyethyl-N′-(2,4-dichloro-5-methoxyphenyl)urea and 9 g (0.11 mol) of a 37% strength formaldehyde solution in 500 ml of methylene chloride was stirred at 42° C. for 2 h. After cooling, the reaction mixture was filtered with suction with about 300 ml of silica gel and washed with methylene chloride. Analysis by thin-layer chromatography gave a higher Rf value than that of the reaction mixture which had not been treated with silica gel and remained o... The product is ClC1=C(C=C(C(=C1)Cl)OC)NC(=O)N1NCOCC1 (Tetrahydro-N-(2,4-dichloro-5-methoxyphenyl)-4H-1,3,4-oxa-diazine-4-carboxamide). As a reaction SMILES: [NH2:1][N:2]([CH2:16][CH2:17][OH:18])[C:3]([NH:5][C:6]1[CH:11]=[C:10]([O:12][CH3:13])[C:9]([Cl:14])=[CH:8][C:7]=1[Cl:15])=[O:4].[CH2:19]=O>C(Cl)Cl>[Cl:15][C:7]1[CH:8]=[C:9]([Cl:14])[C:10]([O:12][CH3:13])=[CH:11][C:6]=1[NH:5][C:3]([N:2]1[CH2:16][CH2:17][O:18][CH2:19][NH:1]1)=[O:4]. Reaction conditions: temperature 42 celsius, time 2 hour. The reactants are COc1ccc(F)c(-c2ccc(CO)cc2C2=CCCC2(C)C)c1, ClCCl, CN(C)C=O, O=S(Cl)Cl. Yields the product COc1ccc(F)c(-c2ccc(CCl)cc2C2=CCCC2(C)C)c1. RXN SMILES: [CH3:1][C:2]1([CH3:24])[CH2:3][CH2:4][CH:5]=[C:6]1[c:7]1[c:8](-[c:15]2[c:16]([F:23])[cH:17][cH:18][c:19]([O:21][CH3:22])[cH:20]2)[cH:9][cH:10][c:11]([CH2:13][OH:14])[cH:12]1.[Cl:34][CH2:35][Cl:36].[O:25]=[CH:26][N:27]([CH3:28])[CH3:29].[S:30]([Cl:31])([Cl:32])=[O:33]>>[CH3:1][C:2]1([CH3:24])[CH2:3][CH2:4][CH:5]=[C:6]1[c:7]1[c:8](-[c:15]2[c:16]([F:23])[cH:17][cH:18][c:19]([O:21][CH3:22])[cH:20]2)[cH:9][cH:10][c:11]([CH2:13][Cl:32])[cH:12]1. Yields the product COC1=C(C(=CC=C1C(C)OC)OC)C(O)C=1N=CN(C1)C(C1=CC=CC=C1)(C1=CC=CC=C1)C1=CC=CC=C1 (alpha-[2,6-Dimethoxy-3-(1-methoxyethyl)phenyl]-1-triphenylmethyl-1H-imidazole-4-methanol). Procedure details: Starting from 1-bromo-2,6-dimethoxy-3-(1-methoxyethyl)benzene and 1-triphenylmethyl-1H-imidazole-4-carboxaldehyde. The reaction product is purified by chromatography on silica (eluent: 98:2 v/v dichloromethanemethanol). Yield: 49.7% of theory; M.P.: 96°-99° C. (recrystallized from acetonitrile). Reactants: BrC1=C(C(=CC=C1OC)C(C)OC)OC (1-bromo-2,6-dimethoxy-3-(1-methoxyethyl)benzene), C1(=CC=CC=C1)C(N1C=NC(=C1)C=O)(C1=CC=CC=C1)C1=CC=CC=C1 (1-triphenylmethyl-1H-imidazole-4-carboxaldehyde). As a reaction SMILES: Br[C:2]1[C:7]([O:8][CH3:9])=[CH:6][CH:5]=[C:4]([CH:10]([O:12][CH3:13])[CH3:11])[C:3]=1[O:14][CH3:15].[C:16]1([C:22]([C:36]2[CH:41]=[CH:40][CH:39]=[CH:38][CH:37]=2)([C:30]2[CH:35]=[CH:34][CH:33]=[CH:32][CH:31]=2)[N:23]2[CH:27]=[C:26]([CH:28]=[O:29])[N:25]=[CH:24]2)[CH:21]=[CH:20][CH:19]=[CH:18][CH:17]=1>>[CH3:15][O:14][C:3]1[C:4]([CH:10]([O:12][CH3:13])[CH3:11])=[CH:5][CH:6]=[C:7]([O:8][CH3:9])[C:2]=1[CH:28]([C:26]1[N:25]=[CH:24][N:23]([C:22]([C:16]2[CH:21]=[CH:20][CH:19]=[CH:18][CH:17]=2)([C:30]2[CH:31]=[CH:32][CH:33]=[CH:34][CH:35]=2)[C:36]2[CH:41]=[CH:40][CH:39]=[CH:38][CH:37]=2)[CH:27]=1)[OH:29]. The yield is 49.7%. The reactants are C1(=CC=CC2=CC=CC=C12)OCC1CO1 ((1-naphthyl)glycidyl ether), Cl (hydrochloric acid), [OH-].[Na+] (sodium hydroxide), N[C@@H](CC1=CC(=C(C=C1)OC)OC)C ((R)-2-Amino-1-(3,4-dimethoxyphenyl)propane), C[Si](NC(C)=O)(C)C (N-(trimethylsilyl)acetamide). Solvent: CS(=O)C (dimethylsulfoxide), CS(=O)C (dimethylsulfoxide). Run at time 1 hour. The product is COC=1C=C(C=CC1OC)CC(C)NCC(COC1=CC=CC2=CC=CC=C12)O (1-[(3,4-dimethoxyphenyl)-2-propyl]amino-3-(1- naphthyloxy)propan-2-ol). As a reaction SMILES: [NH2:1][C@H:2]([CH3:14])[CH2:3][C:4]1[CH:9]=[CH:8][C:7]([O:10][CH3:11])=[C:6]([O:12][CH3:13])[CH:5]=1.C[Si](C)(C)NC(=O)C.[C:23]1([O:33][CH2:34][CH:35]2[O:37][CH2:36]2)[C:32]2[C:27](=[CH:28][CH:29]=[CH:30][CH:31]=2)[CH:26]=[CH:25][CH:24]=1.Cl.[OH-].[Na+]>CS(C)=O>[CH3:13][O:12][C:6]1[CH:5]=[C:4]([CH2:3][CH:2]([NH:1][CH2:36][CH:35]([OH:37])[CH2:34][O:33][C:23]2[C:32]3[C:27](=[CH:28][CH:29]=[CH:30][CH:31]=3)[CH:26]=[CH:25][CH:24]=2)[CH3:14])[CH:9]=[CH:8][C:7]=1[O:10][CH3:11] |f:4.5|. Reported procedure: A mixture of 4.20 g of (R)-2-Amino-1-(3,4-dimethoxyphenyl)propane and 3.11 g of N-(trimethylsilyl)acetamide in 20 ml of dimethylsulfoxide is stirred at room temperature for 1 hour. A solution of 4.05 g of (1-naphthyl)glycidyl ether in 3 ml of dimethylsulfoxide is added to the above mixture and the resulting mixture is heated at 65° C. to 70° C. for 20 hours, cooled, poured into a mixture of ice and concentrated hydrochloric acid, stirred, basified with 10N sodium hydroxide and extracted with eth... RXN SMILES: [CH2:28]1[O:29][CH2:30][CH2:31][O:32][CH2:33]1.[CH3:1][N:2]([c:3]1[cH:4][cH:5][cH:6][cH:7][cH:8]1)[CH2:9][c:10]1[cH:11][cH:12][c:13]2[cH:14][c:15]([CH:20]=[C:21]3[C:22](=[O:27])[NH:23][C:24](=[O:26])[S:25]3)[cH:16][n:17][c:18]2[cH:19]1.[Pt:34]=[O:35]>>[CH3:1][N:2]([c:3]1[cH:4][cH:5][cH:6][cH:7][cH:8]1)[CH2:9][c:10]1[cH:11][cH:12][c:13]2[cH:14][c:15]([CH2:20][CH:21]3[C:22](=[O:27])[NH:23][C:24](=[O:26])[S:25]3)[cH:16][n:17][c:18]2[cH:19]1. The reactants are C1COCCO1, CN(Cc1ccc2cc(C=C3SC(=O)NC3=O)cnc2c1)c1ccccc1, O=[Pt]. Product: CN(Cc1ccc2cc(CC3SC(=O)NC3=O)cnc2c1)c1ccccc1. Starting materials: CI, CO, O=C(O)c1c(F)ccc(S(=O)O)c1F, [Na+], [Na+], O=C([O-])[O-], O. Product: CS(=O)(=O)c1ccc(F)c(C(=O)O)c1F. RXN SMILES: [CH3:21][I:22].[CH3:23][OH:24].[F:7][c:8]1[c:9]([C:10](=[O:11])[OH:12])[c:13]([F:20])[cH:14][cH:15][c:16]1[S:17](=[O:18])[OH:19].[Na+:1].[Na+:2].[O-:3][C:4](=[O:5])[O-:6].[OH2:25]>>[CH3:4][S:17]([c:16]1[c:8]([F:7])[c:9]([C:10](=[O:11])[OH:12])[c:13]([F:20])[cH:14][cH:15]1)(=[O:18])=[O:19].